This data is from the Open Reaction Database (ORD), a public repository of structured organic reaction records. The task is: describe an organic reaction: reactants, conditions, products, and yield The product is O=C1CCCc2cc(O)c(Cl)c(Cl)c21. RXN SMILES: [CH3:1][O:2][c:3]1[cH:4][c:5]2[c:10]([c:11]([Cl:14])[c:12]1[Cl:13])[C:9](=[O:15])[CH2:8][CH2:7][CH2:6]2.[ClH:16].[OH2:23].[n:17]1[cH:18][cH:19][cH:20][cH:21][cH:22]1>>[OH:2][c:3]1[cH:4][c:5]2[c:10]([c:11]([Cl:14])[c:12]1[Cl:13])[C:9](=[O:15])[CH2:8][CH2:7][CH2:6]2. Starting materials: COc1cc2c(c(Cl)c1Cl)C(=O)CCC2, Cl, O, c1ccncc1. Reactants: N (ammonia), FeCl3, [K] (potassium), C(C)OC(C(C)=C)OCC (methacrolein diethylacetal). Run in CCOCC (ether). Conditions: temperature -35 celsius, time 3 day. The product is C(C)OC(=C(C)C)OCC (1,1-diethoxy-2,2-dimethylethylene). Isolated yield 42.2%. As a reaction SMILES: N.[K].[CH2:3]([O:5][CH:6]([O:10][CH2:11][CH3:12])[C:7](=[CH2:9])[CH3:8])[CH3:4]>CCOCC>[CH2:3]([O:5][C:6]([O:10][CH2:11][CH3:12])=[C:7]([CH3:9])[CH3:8])[CH3:4] |^1:1|. Reported procedure: To ammonia (500 mL) at -35° C. was added FeCl3 ·6H2O (0.1 g),then potassium metal (24.26 g), and then methacrolein diethylacetal (109 g, 0.756 mol) in ether (150 mL). The mixture was stirred at --35° C. for 3 days, then the ammonia was evaporated, additional ether (100 mL) was added and stirring was continued for another day. The mixture was filtered and the filtrate was distilled at 65° C. and 55 mm Hg to afford 46.05 g of 1,1-diethoxy-2,2-dimethylethylene (Formula V: R3 =R4 =CH3 ; R5 =R6 =OC2H... The reactants are CCN(CC)S(F)(F)F, CCO, CCOC(=O)c1cn2c3c(c(F)c(F)cc3c1=O)CCN2CO, C1CCOC1. The product is CCOCN1CCc2c(F)c(F)cc3c(=O)c(C(=O)OCC)cn1c23. As a reaction SMILES: [CH2:24]([CH3:25])[N:26]([S:27]([F:28])([F:29])[F:30])[CH2:31][CH3:32].[CH3:33][CH2:34][OH:35].[F:1][c:2]1[c:3]2[c:8]3[n:7]([cH:15][c:14]([C:16](=[O:17])[O:18][CH2:19][CH3:20])[c:13](=[O:21])[c:9]3[cH:10][c:11]1[F:12])[N:6]([CH2:22][OH:23])[CH2:5][CH2:4]2.[O:36]1[CH2:37][CH2:38][CH2:39][CH2:40]1>>[F:1][c:2]1[c:3]2[c:8]3[n:7]([cH:15][c:14]([C:16](=[O:17])[O:18][CH2:19][CH3:20])[c:13](=[O:21])[c:9]3[cH:10][c:11]1[F:12])[N:6]([CH2:22][O:23][CH2:24][CH3:25])[CH2:5][CH2:4]2.